Dataset: the Open Reaction Database (ORD), a public repository of structured organic reaction records. Task: describe an organic reaction: reactants, conditions, products, and yield The reactants are N1(CCNCC1)C1=CC=C(C=C1)NC(=O)C=1OC2=C(C=C(C=C2C(C1)=O)OC)N1CCN(CC1)C (6-Methoxy-8-(4-methyl-piperazin-1-yl)-4-oxo-4H-chromene-2-carboxylic acid (4-piperazin-1-yl-phenyl)-amide), C1(CCCCC1)N=C=O (cyclohexyl isocyanate). Product: C1(CCCCC1)NC(=O)N1CCN(CC1)C1=CC=C(C=C1)NC(=O)C=1OC2=C(C=C(C=C2C(C1)=O)OC)N1CCN(CC1)C (4-[4-({1-[6-Methoxy-8-(4-methyl-piperazin-1-yl)-4-oxo-4H-chromen-2-yl]-methanoyl}-amino)-phenyl]-piperazine-1-carboxylic acid cyclohexylamide). As a reaction SMILES: [N:1]1([C:7]2[CH:12]=[CH:11][C:10]([NH:13][C:14]([C:16]3[O:17][C:18]4[C:23]([C:24](=[O:26])[CH:25]=3)=[CH:22][C:21]([O:27][CH3:28])=[CH:20][C:19]=4[N:29]3[CH2:34][CH2:33][N:32]([CH3:35])[CH2:31][CH2:30]3)=[O:15])=[CH:9][CH:8]=2)[CH2:6][CH2:5][NH:4][CH2:3][CH2:2]1.[CH:36]1([N:42]=[C:43]=[O:44])[CH2:41][CH2:40][CH2:39][CH2:38][CH2:37]1>>[CH:36]1([NH:42][C:43]([N:4]2[CH2:5][CH2:6][N:1]([C:7]3[CH:8]=[CH:9][C:10]([NH:13][C:14]([C:16]4[O:17][C:18]5[C:23]([C:24](=[O:26])[CH:25]=4)=[CH:22][C:21]([O:27][CH3:28])=[CH:20][C:19]=5[N:29]4[CH2:30][CH2:31][N:32]([CH3:35])[CH2:33][CH2:34]4)=[O:15])=[CH:11][CH:12]=3)[CH2:2][CH2:3]2)=[O:44])[CH2:41][CH2:40][CH2:39][CH2:38][CH2:37]1. Reported procedure: This compound was prepared from 6-methoxy-8-(4-methyl-piperazin-1-yl)-4-oxo-4H-chromene-2-carboxylic acid (4-piperazin-1-yl-phenyl)-amide (Example 43) and commercially available cyclohexyl isocyanate (Aldrich) via the parallel synthesis described above. MS−base peak at m/z=603 by positive ion CI